Dataset: the Open Reaction Database (ORD), a public repository of structured organic reaction records. Task: describe an organic reaction: reactants, conditions, products, and yield Starting materials: NC=1C=C(C=CC1N(C)C)C1=NC(=NO1)C1=CC(=C(C(=O)OC)C=C1)F (Methyl 4-{5-[3-amino-4-(dimethylamino)phenyl]-1,2,4-oxadiazol-3-yl}-2-fluorobenzoate), S(=O)(=O)(C)Cl (mesylchloride). Isolated yield 88.0%. Solvent: N1=CC=CC=C1 (Pyridine). RXN SMILES: [NH2:1][C:2]1[CH:3]=[C:4]([C:11]2[O:15][N:14]=[C:13]([C:16]3[CH:25]=[CH:24][C:19]([C:20]([O:22][CH3:23])=[O:21])=[C:18]([F:26])[CH:17]=3)[N:12]=2)[CH:5]=[CH:6][C:7]=1[N:8]([CH3:10])[CH3:9].[S:27](Cl)([CH3:30])(=[O:29])=[O:28]>N1C=CC=CC=1>[CH3:10][N:8]([CH3:9])[C:7]1[CH:6]=[CH:5][C:4]([C:11]2[O:15][N:14]=[C:13]([C:16]3[CH:25]=[CH:24][C:19]([C:20]([O:22][CH3:23])=[O:21])=[C:18]([F:26])[CH:17]=3)[N:12]=2)=[CH:3][C:2]=1[NH:1][S:27]([CH3:30])(=[O:29])=[O:28]. Yields the product CN(C1=C(C=C(C=C1)C1=NC(=NO1)C1=CC(=C(C(=O)OC)C=C1)F)NS(=O)(=O)C)C (methyl 4-(5-{4-(dimethylamino)-3-[(methylsulfonyl)amino]phenyl}-1,2,4-oxadiazol-3-yl)-2-fluorobenzoate). Procedure: Methyl 4-{5-[3-amino-4-(dimethylamino)phenyl]-1,2,4-oxadiazol-3-yl}-2-fluorobenzoate was taken up in Pyridine (750 μL) and mesylchloride (40 μL; 0.46 mmol) was added and stirred at RT for 72 h. After the time, the reaction mixture was concentrated in vacuo and the residue was purified by flash chromatography (DCM:MeOH from 100:0 to 90:10) to give the title compound as a yellow powder (150 mg; 88%, 2 steps). 1H NMR (DMSO-d6, 300 MHz) δ 9.07 (bs, 1H), 8.13-8.08 (m, 1H), 8.04-7.91 (m, 4H), 7.23 (d,... Reaction conditions: time 72 hour. The reactants are O (water), NC1=CC(=NC=N1)OC=1C=C2CCCNC2=CC1 (6-amino-4-(1,2,3,4-tetrahydro-quinolin-6-yloxy)-pyrimidine), C1(=CC=CC=C1)OC(NC1=CC(=C(C=C1)CN1CCCC1)C(F)(F)F)=O ((4-pyrrolidin-1-ylmethyl-3-trifluoromethyl-phenyl)-carbamic acid phenyl ester), C(C)(C)N(CC)C(C)C (diisopropyl-ethyl-amine). The solvent is CCOC(=O)C (EtOAc), CS(=O)C (DMSO). Reaction conditions: temperature 60 celsius, time 3 hour. Yields the product N1(CCCC1)CC1=C(C=C(C=C1)NC(=O)N1CCCC2=CC(=CC=C12)OC1=NC=NC(=C1)N)C(F)(F)F (6-(6-Amino-pyrimidin-4-yloxy)-3,4-dihydro-2H-quinoline-1-carboxylic acid (4-pyrrolidin-1-ylmethyl-3-trifluoromethyl-phenyl)-amide). As a reaction SMILES: [NH2:1][C:2]1[N:7]=[CH:6][N:5]=[C:4]([O:8][C:9]2[CH:10]=[C:11]3[C:16](=[CH:17][CH:18]=2)[NH:15][CH2:14][CH2:13][CH2:12]3)[CH:3]=1.C1([O:25][C:26](=O)[NH:27][C:28]2[CH:33]=[CH:32][C:31]([CH2:34][N:35]3[CH2:39][CH2:38][CH2:37][CH2:36]3)=[C:30]([C:40]([F:43])([F:42])[F:41])[CH:29]=2)C=CC=CC=1.C(N(C(C)C)CC)(C)C.O>CS(C)=O.CCOC(C)=O>[N:35]1([CH2:34][C:31]2[CH:32]=[CH:33][C:28]([NH:27][C:26]([N:15]3[C:16]4[C:11](=[CH:10][C:9]([O:8][C:4]5[CH:3]=[C:2]([NH2:1])[N:7]=[CH:6][N:5]=5)=[CH:18][CH:17]=4)[CH2:12][CH2:13][CH2:14]3)=[O:25])=[CH:29][C:30]=2[C:40]([F:41])([F:42])[F:43])[CH2:39][CH2:38][CH2:37][CH2:36]1. Procedure details: A solution of 85 mg (0.35 mMol) 6-amino-4-(1,2,3,4-tetrahydro-quinolin-6-yloxy)-pyrimidine (Step 1.3) and 0.33 mMol (4-pyrrolidin-1-ylmethyl-3-trifluoromethyl-phenyl)-carbamic acid phenyl ester in 2 ml DMSO is heated to 60° C. Then 65 μl (0.38 mMol) diisopropyl-ethyl-amine are added and stirring at 60° C. continued for 3 h. The resulting solution is poured into water containing 30 mg KOH and EtOAc, the aqueous layer separated off and extracted 2× with EtOAc. The organic phases are washed with wa... Starting materials: COC(=O)c1oc2ccccc2c1CN(C)C, CO, Cl, [Na+], [OH-]. Yields the product Cl, CN(C)Cc1c(C(=O)O)oc2ccccc12. As a reaction SMILES: [CH3:1][O:2][C:3](=[O:4])[c:5]1[o:6][c:7]2[c:8]([c:9]1[CH2:10][N:11]([CH3:12])[CH3:13])[cH:14][cH:15][cH:16][cH:17]2.[CH3:21][OH:22].[ClH:20].[Na+:19].[OH-:18]>>[ClH:20].[O:2]=[C:3]([OH:4])[c:5]1[o:6][c:7]2[c:8]([c:9]1[CH2:10][N:11]([CH3:12])[CH3:13])[cH:14][cH:15][cH:16][cH:17]2. RXN SMILES: [CH3:17][I:18].[CH3:19][N:20]([CH3:21])[CH:22]=[O:23].[Cl:24][CH2:25][Cl:26].[H-:15].[Na+:16].[Na:1].[c:2]1([CH:8]2[O:9][CH2:10][CH:11]([OH:14])[CH2:12][O:13]2)[cH:3][cH:4][cH:5][cH:6][cH:7]1>>[c:2]1([CH:8]2[O:9][CH2:10][CH:11]([O:14][CH3:17])[CH2:12][O:13]2)[cH:3][cH:4][cH:5][cH:6][cH:7]1. The reactants are CI, CN(C)C=O, ClCCl, [H-], [Na+], [Na], OC1COC(c2ccccc2)OC1. Product: COC1COC(c2ccccc2)OC1. Yield: 100.0%. Solvent: C1(=CC=CC=C1)C (toluene). Run at time 2 hour. The product is ClC(C=1SC(=CC1C)C1=CC=C(C=C1)C(F)(F)F)C1CCCCC1 (2-[chloro(cyclohexyl)methyl]-3-methyl-5-[4-(trifluoromethyl)phenyl]thiophene). Starting materials: C1(CCCCC1)C(O)C=1SC(=CC1C)C1=CC=C(C=C1)C(F)(F)F (cyclohexyl{3-methyl-5-[4-(trifluoromethyl)phenyl]thiophen-2-yl}methanol), S(=O)(Cl)Cl (thionyl chloride). Reported procedure: To a solution of cyclohexyl{3-methyl-5-[4-(trifluoromethyl)phenyl]thiophen-2-yl}methanol (1.3 g) in toluene (20 mL) was added thionyl chloride (0.4 mL), and the mixture was stirred at room temperature for 2 hr. The solvent was evaporated under reduced pressure to give the title compound (1.3 g, 100%) as an amorphous compound. Reaction SMILES: [CH:1]1([CH:7]([C:9]2[S:10][C:11]([C:15]3[CH:20]=[CH:19][C:18]([C:21]([F:24])([F:23])[F:22])=[CH:17][CH:16]=3)=[CH:12][C:13]=2[CH3:14])O)[CH2:6][CH2:5][CH2:4][CH2:3][CH2:2]1.S(Cl)([Cl:27])=O>C1(C)C=CC=CC=1>[Cl:27][CH:7]([CH:1]1[CH2:6][CH2:5][CH2:4][CH2:3][CH2:2]1)[C:9]1[S:10][C:11]([C:15]2[CH:20]=[CH:19][C:18]([C:21]([F:24])([F:23])[F:22])=[CH:17][CH:16]=2)=[CH:12][C:13]=1[CH3:14]. Reactants: [Br-], Cc1ncc([N+](=O)[O-])n1CCO, ClC(Cl)Cl, [Li+]. Product: [Br-], Cc1ncc([N+](=O)[O-])n1CCO, [Li+]. RXN SMILES: [Br-:14].[CH3:1][c:2]1[n:3][cH:4][c:5]([N+:10]([O-:11])=[O:12])[n:6]1[CH2:7][CH2:8][OH:9].[CH:15]([Cl:16])([Cl:17])[Cl:18].[Li+:13]>>[Br-:14].[CH3:1][c:2]1[n:3][cH:4][c:5]([N+:10](=[O:11])[O-:12])[n:6]1[CH2:7][CH2:8][OH:9].[Li+:13]. Reactants: CC1(OCCO)CCN(Cc2ccccc2)CC1, CCO, [H][H]. The product is CC1(OCCO)CCNCC1. RXN SMILES: [CH2:1]([c:2]1[cH:3][cH:4][cH:5][cH:6][cH:7]1)[N:8]1[CH2:9][CH2:10][C:11]([O:14][CH2:15][CH2:16][OH:17])([CH3:18])[CH2:12][CH2:13]1.[CH3:21][CH2:22][OH:23].[H:19][H:20]>>[NH:8]1[CH2:9][CH2:10][C:11]([O:14][CH2:15][CH2:16][OH:17])([CH3:18])[CH2:12][CH2:13]1. Starting materials: OCCCCCCBr, CC(C)(C)[Si](C)(C)Cl, CN(C)C=O, O, c1c[nH]cn1. Yields the product CC(C)(C)[Si](C)(C)OCCCCCCBr. RXN SMILES: [Br:9][CH2:10][CH2:11][CH2:12][CH2:13][CH2:14][CH2:15][OH:16].[C:1]([CH3:2])([CH3:3])([CH3:4])[Si:5]([CH3:6])([CH3:7])[Cl:8].[O:22]=[CH:23][N:24]([CH3:25])[CH3:26].[OH2:27].[nH:17]1[cH:18][cH:19][n:20][cH:21]1>>[C:1]([CH3:2])([CH3:3])([CH3:4])[Si:5]([CH3:6])([CH3:7])[O:16][CH2:15][CH2:14][CH2:13][CH2:12][CH2:11][CH2:10][Br:9].